From a dataset of the Open Reaction Database (ORD), a public repository of structured organic reaction records. describe an organic reaction: reactants, conditions, products, and yield The reactants are NC1=NC=2C=C(C=CC2C2=C1N=CN2CC(C)(C)O)CCC(=O)O (3-[4-Amino-1-(2-hydroxy-2-methylpropyl)-1H-imidazo[4,5-c]quinolin-7-yl]propanoic acid), N1CCOCC1 (Morpholine), ON1N=NC2=C1C=CC=C2 (1-hydroxybenzotriazole), CN(CCCN=C=NCC)C (1-(3-Dimethylaminopropyl)-3-ethylcarbodiimide), N1CCOCC1 (morpholine), ON1N=NC2=C1C=CC=C2 (1-hydroxybenzotriazole), CN(CCCN=C=NCC)C (1-(3-Dimethylaminopropyl)-3-ethylcarbodiimide). Run in CN(C=O)C (N,N-dimethylformamide). Conditions: temperature 70 celsius, time 15 minute. Product: NC1=NC=2C=C(C=CC2C2=C1N=CN2CC(C)(C)O)CCC(=O)N2CCOCC2 (3-[4-amino-1-(2-hydroxy-2-methylpropyl)-1H-imidazo[4,5-c]quinolin-7-yl]-1-(morpholin-4-yl)propan-1-one). Isolated yield 56.2%. Reaction SMILES: [NH2:1][C:2]1[C:11]2[N:12]=[CH:13][N:14]([CH2:15][C:16]([OH:19])([CH3:18])[CH3:17])[C:10]=2[C:9]2[CH:8]=[CH:7][C:6]([CH2:20][CH2:21][C:22]([OH:24])=O)=[CH:5][C:4]=2[N:3]=1.ON1C2C=CC=CC=2N=N1.CN(C)CCCN=C=NCC.[NH:46]1[CH2:51][CH2:50][O:49][CH2:48][CH2:47]1>CN(C)C=O>[NH2:1][C:2]1[C:11]2[N:12]=[CH:13][N:14]([CH2:15][C:16]([OH:19])([CH3:18])[CH3:17])[C:10]=2[C:9]2[CH:8]=[CH:7][C:6]([CH2:20][CH2:21][C:22]([N:46]3[CH2:51][CH2:50][O:49][CH2:48][CH2:47]3)=[O:24])=[CH:5][C:4]=2[N:3]=1. Procedure: 3-[4-Amino-1-(2-hydroxy-2-methylpropyl)-1H-imidazo[4,5-c]quinolin-7-yl]propanoic acid (500 mg, 1.5 mmol), anhydrous N,N-dimethylformamide (25 mL), and 1-hydroxybenzotriazole (250 mg, 1.8 mmol) were combined and the reaction was stirred for 15 minutes. 1-(3-Dimethylaminopropyl)-3-ethylcarbodiimide (350 mg, 1.8 mmol) was added and the reaction mixture was stirred for an additional 30 minutes. Morpholine (400 mg, 2.3 mmol) was added to the reaction slurry. After five hours 1-hydroxybenzotriazole (2... Starting materials: Fc1ccc(Br)cc1, CC1(C)OC(=O)Nc2ccc(B(O)O)cc21. Product: CC1(C)OC(=O)Nc2ccc(-c3ccc(F)cc3)cc21. As a reaction SMILES: [Br:17][c:18]1[cH:19][cH:20][c:21]([F:24])[cH:22][cH:23]1.[CH3:1][C:2]1([CH3:16])[O:3][C:4](=[O:15])[NH:5][c:6]2[c:7]1[cH:8][c:9]([B:12]([OH:13])[OH:14])[cH:10][cH:11]2>>[CH3:1][C:2]1([CH3:16])[O:3][C:4](=[O:15])[NH:5][c:6]2[c:7]1[cH:8][c:9](-[c:18]1[cH:19][cH:20][c:21]([F:24])[cH:22][cH:23]1)[cH:10][cH:11]2. The reactants are [NH4+].[Cl-] (NH4Cl), NC=1C=C(C(=NC1)Cl)NC(OC(C)(C)C)=O (tert-butyl 5-amino-2-chloropyridin-3-ylcarbamate), FC1=NC=C(C=C1C1=NC(=NC(=N1)C)N)OC (4-(2-Fluoro-5-Methoxypyridin-3-yl)-6-Methyl-1,3,5-Triazin-2-Amine), C[Si](C)(C)[N-][Si](C)(C)C.[Na+] (Sodium bis(trimethylsilyl)amide), C1CCOC1 (THF). Run in CN(C)C=O (DMF). Reaction conditions: temperature 0 celsius, time 10 minute. The product is NC1=NC(=NC(=N1)C)C=1C(=NC=C(C1)OC)NC=1C=C(C(=NC1)Cl)NC(OC(C)(C)C)=O (Tert-Butyl 5-(3-(4-Amino-6-Methyl-1,3,5-Triazin-2-yl)-5-Methoxypyridin-2-Ylamino)-2-Chloropyridin-3-Ylcarbamate). Isolated yield 85.9%. RXN SMILES: [NH2:1][C:2]1[CH:3]=[C:4]([NH:9][C:10](=[O:16])[O:11][C:12]([CH3:15])([CH3:14])[CH3:13])[C:5]([Cl:8])=[N:6][CH:7]=1.F[C:18]1[C:23]([C:24]2[N:29]=[C:28]([CH3:30])[N:27]=[C:26]([NH2:31])[N:25]=2)=[CH:22][C:21]([O:32][CH3:33])=[CH:20][N:19]=1.C[Si]([N-][Si](C)(C)C)(C)C.[Na+].C1COCC1.[NH4+].[Cl-]>CN(C=O)C>[NH2:31][C:26]1[N:27]=[C:28]([CH3:30])[N:29]=[C:24]([C:23]2[C:18]([NH:1][C:2]3[CH:3]=[C:4]([NH:9][C:10](=[O:16])[O:11][C:12]([CH3:13])([CH3:15])[CH3:14])[C:5]([Cl:8])=[N:6][CH:7]=3)=[N:19][CH:20]=[C:21]([O:32][CH3:33])[CH:22]=2)[N:25]=1 |f:2.3,5.6|. Procedure: To a 15 mL RB flask was added tert-butyl 5-amino-2-chloropyridin-3-ylcarbamate (0.130 g, 0.533 mmol), 4-(2-fluoro-5-methoxypyridin-3-yl)-6-methyl-1,3,5-triazin-2-amine (Example 330 step 5)(0.151 g, 0.640 mmol), and DMF (2.0 mL). The mixture was cooled to 0° C. under N2. Sodium bis(trimethylsilyl)amide, 1.0 m in THF (Aldrich) (2.134 mL, 2.134 mmol) was then added to the solution in one portion. The now burgundy color mixture was stirred at 0° C. for 10 min then warmed up to rt and stirred for 30 ... The reactants are [B-](F)(F)(F)F.CCOC(=O)C(=NOC(=[N+](C)C)N(C)C)C#N (TOTU), FC1=C(C=CC=C1)N1N=C(C=C1O)C(=O)O (1-(2-fluoro-phenyl)-5-hydroxy-1H-pyrazole-3-carboxylic acid), N[C@@H](CC(=O)O)C1=C(C=CC=C1)C ((S)-3-amino-3-o-tolyl-propionic acid). Solvent: CN(C)C=O (DMF). Run at time 5 minute. Yields the product FC1=C(C=CC=C1)N1N=C(C=C1O)C(=O)N[C@@H](CC(=O)O)C1=C(C=CC=C1)C ((S)-3-{[1-(2-Fluoro-phenyl)-5-hydroxy-1H-pyrazole-3-carbonyl]-amino}-3-o-tolyl-propionic acid). The yield is 28.0%. RXN SMILES: [F:1][C:2]1[CH:7]=[CH:6][CH:5]=[CH:4][C:3]=1[N:8]1[C:12]([OH:13])=[CH:11][C:10]([C:14]([OH:16])=O)=[N:9]1.[B-](F)(F)(F)F.CCOC(C(C#N)=NOC(N(C)C)=[N+](C)C)=O.[NH2:39][C@H:40]([C:45]1[CH:50]=[CH:49][CH:48]=[CH:47][C:46]=1[CH3:51])[CH2:41][C:42]([OH:44])=[O:43]>CN(C=O)C>[F:1][C:2]1[CH:7]=[CH:6][CH:5]=[CH:4][C:3]=1[N:8]1[C:12]([OH:13])=[CH:11][C:10]([C:14]([NH:39][C@H:40]([C:45]2[CH:50]=[CH:49][CH:48]=[CH:47][C:46]=2[CH3:51])[CH2:41][C:42]([OH:44])=[O:43])=[O:16])=[N:9]1 |f:1.2|. Reported procedure: 0.45 mmol of 1-(2-fluoro-phenyl)-5-hydroxy-1H-pyrazole-3-carboxylic acid were dissolved in 5 ml of DMF, 0.54 mmol of TOTU and 1.125 mmol of NEM were added, and the mixture was stirred for 5 min at room temperature. Then 0.495 mmol of (S)-3-amino-3-o-tolyl-propionic acid were added and the mixture stirred overnight at room temperature. The solvent was evaporated in vacuo and the residue subjected to preparative HPLC to give the title compound in a yield of 28%. The reactants are O=[N+]([O-])c1ccc(-c2nc(N3CCSCC3)nc(N3C4CCC3COC4)n2)cc1, CN(C)C=O, O, O, Cl[Sn]Cl, c1ccncc1. Product: Nc1ccc(-c2nc(N3CCSCC3)nc(N3C4CCC3COC4)n2)cc1. RXN SMILES: [N+:1]([O-:2])(=[O:3])[c:4]1[cH:5][cH:6][c:7](-[c:10]2[n:11][c:12]([N:22]3[CH:23]4[CH2:24][O:25][CH2:26][CH:27]3[CH2:28][CH2:29]4)[n:13][c:14]([N:16]3[CH2:17][CH2:18][S:19][CH2:20][CH2:21]3)[n:15]2)[cH:8][cH:9]1.[O:41]=[CH:42][N:43]([CH3:44])[CH3:45].[OH2:30].[OH2:31].[Sn:32]([Cl:33])[Cl:34].[cH:35]1[cH:36][cH:37][n:38][cH:39][cH:40]1>>[NH2:1][c:4]1[cH:5][cH:6][c:7](-[c:10]2[n:11][c:12]([N:22]3[CH:23]4[CH2:24][O:25][CH2:26][CH:27]3[CH2:28][CH2:29]4)[n:13][c:14]([N:16]3[CH2:17][CH2:18][S:19][CH2:20][CH2:21]3)[n:15]2)[cH:8][cH:9]1. Reactants: O=C([O-])CCC(=O)[O-], CCN(C(C)C)C(C)C, Cl, Cl, NC1CN2CCC1CC2, c1ccncc1, NC(=O)NC(=O)c1ccco1. The product is O=C(NC(=O)c1ccco1)NC1CN2CCC1CC2. RXN SMILES: [C:32]([O-:33])(=[O:34])[CH2:35][CH2:36][C:37]([O-:38])=[O:39].[CH:23]([N:24]([CH:25]([CH3:26])[CH3:27])[CH2:28][CH3:29])([CH3:30])[CH3:31].[ClH:1].[ClH:2].[NH2:3][CH:4]1[CH2:5][N:6]2[CH2:7][CH2:8][CH:9]1[CH2:10][CH2:11]2.[cH:40]1[cH:41][cH:42][n:43][cH:44][cH:45]1.[o:12]1[c:13]([C:17](=[O:18])[NH:19][C:20](=[O:21])[NH2:22])[cH:14][cH:15][cH:16]1>>[NH:3]([CH:4]1[CH2:5][N:6]2[CH2:7][CH2:8][CH:9]1[CH2:10][CH2:11]2)[C:20]([NH:19][C:17]([c:13]1[o:12][cH:16][cH:15][cH:14]1)=[O:18])=[O:21].